This data is from the Open Reaction Database (ORD), a public repository of structured organic reaction records. The task is: describe an organic reaction: reactants, conditions, products, and yield Reactants: C(C1=CC=CC=C1)OC([C@@H](C(C)C)NS(=O)(=O)C1=CC=C(C=C1)OC)=O (2(R)-(4-methoxybenzenesulfonylamino)-3-methylbutyric acid benzyl ester), C(=O)(O)CC1=CC=C(CBr)C=C1 (4-carboxymethylbenzyl bromide), C([O-])([O-])=O.[K+].[K+] (potassium carbonate), CN(C=O)C (dimethylformamide). Reaction conditions: time 8 hour. The product is C(C1=CC=CC=C1)OC([C@@H](C(C)C)N(S(=O)(=O)C1=CC=C(C=C1)OC)CC1=CC=C(C=C1)C(=O)OC)=O (2(R)-[(4-methoxycarbonylbenzyl)-(4-methoxybenzenesulfonyl)amino]-3-methylbutyric acid benzyl ester). Reaction SMILES: [CH2:1]([O:8][C:9](=[O:26])[C@H:10]([NH:14][S:15]([C:18]1[CH:23]=[CH:22][C:21]([O:24][CH3:25])=[CH:20][CH:19]=1)(=[O:17])=[O:16])[CH:11]([CH3:13])[CH3:12])[C:2]1[CH:7]=[CH:6][CH:5]=[CH:4][CH:3]=1.C([CH2:30][C:31]1[CH:38]=[CH:37][C:34]([CH2:35]Br)=[CH:33][CH:32]=1)(O)=O.[C:39](=O)([O-])[O-:40].[K+].[K+].CN(C)C=[O:48]>>[CH2:1]([O:8][C:9](=[O:26])[C@H:10]([N:14]([CH2:35][C:34]1[CH:33]=[CH:32][C:31]([C:30]([O:40][CH3:39])=[O:48])=[CH:38][CH:37]=1)[S:15]([C:18]1[CH:19]=[CH:20][C:21]([O:24][CH3:25])=[CH:22][CH:23]=1)(=[O:17])=[O:16])[CH:11]([CH3:13])[CH3:12])[C:2]1[CH:3]=[CH:4][CH:5]=[CH:6][CH:7]=1 |f:2.3.4|. Reported procedure: To a solution of 2(R)-(4-methoxybenzenesulfonylamino)-3-methylbutyric acid benzyl ester (1 g, 2.65 mmol) and 4-carboxymethylbenzyl bromide (0.577 g, 2.52 mmol) in dry dimethylformamide (60 mL) was added potassium carbonate (0.55 g, 4 mmol). The reaction mixture was stirred overnight and then condensed on the rotoevaporator. Purification by flash chromatography on a silica gel column using (5%) ethyl acetate/hexanes as the eluant gave 2(R)-[(4-methoxycarbonylbenzyl)-(4-methoxybenzenesulfonyl)amin... The reactants are [OH-].[Na+] (sodium hydroxide), C(CCC)[Li] (n-butyllithium), OO (hydrogen peroxide), BrC=1C=C(C(=O)O)C=C(C1)C(C)(C)C (3-Bromo-5-tert-butylbenzoic acid), B(OC)(OC)OC (trimethyl borate), Cl (hydrochloric acid). The solvent is O (water), O (water), CC(OCC)=O (EA), C1CCOC1 (THF). Conditions: time 30 minute. Product: C(C)(C)(C)C=1C=C(C(=O)O)C=C(C1)O (3-tert-Butyl-5-hydroxybenzoic acid). Reaction SMILES: Br[C:2]1[CH:3]=[C:4]([CH:8]=[C:9]([C:11]([CH3:14])([CH3:13])[CH3:12])[CH:10]=1)[C:5]([OH:7])=[O:6].C([Li])CCC.B(OC)(OC)[O:21]C.[OH-].[Na+].OO.Cl>C1COCC1.O.CC(=O)OCC>[C:11]([C:9]1[CH:8]=[C:4]([CH:3]=[C:2]([OH:21])[CH:10]=1)[C:5]([OH:7])=[O:6])([CH3:14])([CH3:13])[CH3:12] |f:3.4|. Reported procedure: 3-Bromo-5-tert-butylbenzoic acid (5 g) was dissolved in THF (180 ml), and n-butyllithium (18.7 ml, 2.5 M in hexane) was added dropwise under argon and at −75° C., and stirred for a further 30 min. Then trimethyl borate (6.63 ml) was added dropwise and the mixture was allowed to come to RT within 1 h. Thereafter, sodium hydroxide (0.778 g), dissolved in 2 ml of water, and hydrogen peroxide (12.89 ml, 30%) were added in succession. After stirring at RT for 3 h, the mixture was left to stand over t... The reactants are COC(=O)c1cnccc1Nc1nc(-c2cc(Cl)ccc2F)nc2c1CC(C)(C)C2, Cl, [Na+], C1COCCO1, [OH-]. Yields the product CC1(C)Cc2nc(-c3cc(Cl)ccc3F)nc(Nc3ccncc3C(=O)O)c2C1. As a reaction SMILES: [CH3:1][O:2][C:3]([c:4]1[cH:5][n:6][cH:7][cH:8][c:9]1[NH:10][c:11]1[n:12][c:13](-[c:22]2[c:23]([F:29])[cH:24][cH:25][c:26]([Cl:28])[cH:27]2)[n:14][c:15]2[c:16]1[CH2:17][C:18]([CH3:20])([CH3:21])[CH2:19]2)=[O:30].[ClH:33].[Na+:32].[O:34]1[CH2:35][CH2:36][O:37][CH2:38][CH2:39]1.[OH-:31]>>[O:2]=[C:3]([c:4]1[cH:5][n:6][cH:7][cH:8][c:9]1[NH:10][c:11]1[n:12][c:13](-[c:22]2[c:23]([F:29])[cH:24][cH:25][c:26]([Cl:28])[cH:27]2)[n:14][c:15]2[c:16]1[CH2:17][C:18]([CH3:20])([CH3:21])[CH2:19]2)[OH:30]. Reactants: [Br-], Brc1ccc2ccccc2c1, COc1ccc([Mg+])cc1. Yields the product COc1ccc(-c2ccc3ccccc3c2)cc1. Reaction SMILES: [Br-:12].[Br:1][c:2]1[cH:3][c:4]2[cH:5][cH:6][cH:7][cH:8][c:9]2[cH:10][cH:11]1.[CH3:13][O:14][c:15]1[cH:16][cH:17][c:18]([Mg+:21])[cH:19][cH:20]1>>[c:2]1(-[c:18]2[cH:17][cH:16][c:15]([O:14][CH3:13])[cH:20][cH:19]2)[cH:3][c:4]2[cH:5][cH:6][cH:7][cH:8][c:9]2[cH:10][cH:11]1. Reactants: material, Cl (hydrogen chloride), Cl.Cl.C1(=CC=CC=C1)C=1C(=NC=CN1)N1CCNCC1 (3′-phenyl-3,4,5,6-tetrahydro-2H-[1,2′]bipyrazinyl dihydrochloride), CC1=NNC=C1C=O (3-methyl-1H-pyrazole-4-carbaldehyde), [OH-].[Na+] (sodium hydroxide), CC1=NNC=C1C=O (3-methyl-1H-pyrazole-4-carbaldehyde), C(C)(=O)O[BH-](OC(C)=O)OC(C)=O.[Na+] (sodium triacetoxyborohydride), C(C)(=O)O[BH-](OC(C)=O)OC(C)=O.[Na+] (sodium triacetoxyborohydride). Solvent: C(C)#N (acetonitrile), O1CCCC1 (tetrahydrofuran), C(Cl)Cl (DCM). Conditions: time 70 hour. The product is Cl.CC1=NNC=C1CN1CCN(CC1)C1=NC=CN=C1C1=CC=CC=C1 (4-(3-Methyl-1H-pyrazol-4-ylmethyl)-3′-phenyl-3,4,5,6-tetrahydro-2H-[1,2′]bipyrazinyl hydrochloride). Yield: 33.5%. As a reaction SMILES: [ClH:1].Cl.[C:3]1([C:9]2[C:10]([N:15]3[CH2:20][CH2:19][NH:18][CH2:17][CH2:16]3)=[N:11][CH:12]=[CH:13][N:14]=2)[CH:8]=[CH:7][CH:6]=[CH:5][CH:4]=1.[CH3:21][C:22]1[C:26]([CH:27]=O)=[CH:25][NH:24][N:23]=1.C(O[BH-](OC(=O)C)OC(=O)C)(=O)C.[Na+].[OH-].[Na+].Cl>O1CCCC1.C(#N)C.C(Cl)Cl>[ClH:1].[CH3:21][C:22]1[C:26]([CH2:27][N:18]2[CH2:19][CH2:20][N:15]([C:10]3[C:9]([C:3]4[CH:4]=[CH:5][CH:6]=[CH:7][CH:8]=4)=[N:14][CH:13]=[CH:12][N:11]=3)[CH2:16][CH2:17]2)=[CH:25][NH:24][N:23]=1 |f:0.1.2,4.5,6.7,12.13|. Procedure details: To a stirred suspension of 3′-phenyl-3,4,5,6-tetrahydro-2H-[1,2′]bipyrazinyl dihydrochloride (0.4 g, 1.28 mmol, 1 eq) and 3-methyl-1H-pyrazole-4-carbaldehyde (0.27 g, 2.45 mmol, 1.92 eq) in tetrahydrofuran (20 mL) add sodium triacetoxyborohydride (0.88 g, 4.15 mmol, 3 eq) in one portion as a solid. Stir the mixture at room temperature under nitrogen for 70 hr. Add a further portion of 3-methyl-1H-pyrazole-4-carbaldehyde (70 mg, 0.639 mmol, 0.5 eq) and sodium triacetoxyborohydride (271 mg, 1.28 m...